From a dataset of the Open Reaction Database (ORD), a public repository of structured organic reaction records. describe an organic reaction: reactants, conditions, products, and yield The product is CNc1cccc2c1C(=O)c1ccccc1C2=O. Reactants: [Br-], CCCC[N+](CCCC)(CCCC)CCCC, COS(=O)(=O)OC, CC(=O)O, Clc1ccccc1, [K+], Nc1cccc2c1C(=O)c1ccccc1C2=O, [OH-], O. Reaction SMILES: [Br-:27].[CH2:28]([N+:29]([CH2:30][CH2:31][CH2:32][CH3:33])([CH2:34][CH2:35][CH2:36][CH3:37])[CH2:38][CH2:39][CH2:40][CH3:41])[CH2:42][CH2:43][CH3:44].[CH3:20][O:21][S:22](=[O:23])(=[O:24])[O:25][CH3:26].[CH3:52][C:53](=[O:54])[OH:55].[Cl:45][c:46]1[cH:47][cH:48][cH:49][cH:50][cH:51]1.[K+:19].[NH2:1][c:2]1[cH:3][cH:4][cH:5][c:6]2[c:15]1[C:14](=[O:16])[c:13]1[c:8]([cH:9][cH:10][cH:11][cH:12]1)[C:7]2=[O:17].[OH-:18].[OH2:56]>>[NH:1]([c:2]1[cH:3][cH:4][cH:5][c:6]2[c:15]1[C:14](=[O:16])[c:13]1[c:8]([cH:9][cH:10][cH:11][cH:12]1)[C:7]2=[O:17])[CH3:20]. Starting materials: [Al+3], [H-], [H-], [H-], [H-], [Li+], C1CCOC1, COC(=O)CC1CCC2(CC1)OCCO2, O. Product: OCCC1CCC2(CC1)OCCO2. As a reaction SMILES: [Al+3:2].[H-:1].[H-:4].[H-:5].[H-:6].[Li+:3].[O:23]1[CH2:24][CH2:25][CH2:26][CH2:27]1.[O:7]1[CH2:8][CH2:9][O:10][C:11]12[CH2:12][CH2:13][CH:14]([CH2:17][C:18](=[O:19])[O:20][CH3:21])[CH2:15][CH2:16]2.[OH2:22]>>[O:7]1[CH2:8][CH2:9][O:10][C:11]12[CH2:12][CH2:13][CH:14]([CH2:17][CH2:18][OH:19])[CH2:15][CH2:16]2. Starting materials: [OH-].[Na+] (NaOH), N([C@@H](COCC1=CC=CC=C1)C(=O)N[C@@H](CC(C)C)C(=O)N1[C@H](C(=O)N[C@@H](COCC2=CC=CC=C2)C(=O)N2[C@H](C(=O)OCC3=CC=CC=C3)CCC2)CCC1)C(=O)OC(C)(C)C (BOC-Ser(Bzl)-Leu-Pro-Ser(Bzl)-Pro-OBzl), Cl (HCl). Run in CO (methanol). Reaction conditions: time 3 hour. The product is N([C@@H](COCC1=CC=CC=C1)C(=O)N[C@@H](CC(C)C)C(=O)N1[C@H](C(=O)N[C@@H](COCC2=CC=CC=C2)C(=O)N2[C@H](C(=O)O)CCC2)CCC1)C(=O)OC(C)(C)C (BOC-Ser(Bzl)-Leu-Pro-Ser(Bzl)-Pro-OH). Isolated yield 80.6%. Reaction SMILES: [NH:1]([C:57]([O:59][C:60]([CH3:63])([CH3:62])[CH3:61])=[O:58])[C@H:2]([C:12]([NH:14][C@H:15]([C:20]([N:22]1[CH2:56][CH2:55][CH2:54][C@H:23]1[C:24]([NH:26][C@H:27]([C:37]([N:39]1[CH2:53][CH2:52][CH2:51][C@H:40]1[C:41]([O:43]CC1C=CC=CC=1)=[O:42])=[O:38])[CH2:28][O:29][CH2:30][C:31]1[CH:36]=[CH:35][CH:34]=[CH:33][CH:32]=1)=[O:25])=[O:21])[CH2:16][CH:17]([CH3:19])[CH3:18])=[O:13])[CH2:3][O:4][CH2:5][C:6]1[CH:11]=[CH:10][CH:9]=[CH:8][CH:7]=1.[OH-].[Na+].Cl>CO>[NH:1]([C:57]([O:59][C:60]([CH3:62])([CH3:61])[CH3:63])=[O:58])[C@H:2]([C:12]([NH:14][C@H:15]([C:20]([N:22]1[CH2:56][CH2:55][CH2:54][C@H:23]1[C:24]([NH:26][C@H:27]([C:37]([N:39]1[CH2:53][CH2:52][CH2:51][C@H:40]1[C:41]([OH:43])=[O:42])=[O:38])[CH2:28][O:29][CH2:30][C:31]1[CH:36]=[CH:35][CH:34]=[CH:33][CH:32]=1)=[O:25])=[O:21])[CH2:16][CH:17]([CH3:18])[CH3:19])=[O:13])[CH2:3][O:4][CH2:5][C:6]1[CH:7]=[CH:8][CH:9]=[CH:10][CH:11]=1 |f:1.2|. Procedure details: The substance [20] (74.4 g, 85.4 mM) was dissolved in methanol (300 ml), and 1 N NaOH (110 ml, 1.3 molar excess) was added dropwise at 0° C., and the mixture was stirred at room temperature for three hours. After neutralizing at 0° C. by adding 1 N HCl (26 ml), the methanol was distilled off in vacuo. The aqueous layer was washed twice with ether, 1 N HCl (86 ml) was added at 0° C. and then was extracted with ethyl acetate. The ethyl acetate layer was washed twice with water, dried with anhydrou... The reactants are BrCCCCOCBr (4-bromobutoxymethyl bromide), [Na] (sodium), BrC=1NC(=C(N1)Br)Br (2,4,5-tribromoimidazole), [H-].[Na+] (sodium hydride). The solvent is CN(C=O)C (N,N-dimethylformamide), O (water). Conditions: time 3 hour. Product: BrCCCCOCN1C(=NC(=C1Br)Br)Br (1-(4-bromobutoxymethyl)-2,4,5-tribromoimidazole). Yield: 39.3%. RXN SMILES: [Na].[Br:2][C:3]1[NH:4][C:5]([Br:9])=[C:6]([Br:8])[N:7]=1.[H-].[Na+].[Br:12][CH2:13][CH2:14][CH2:15][CH2:16][O:17][CH2:18]Br>CN(C)C=O.O>[Br:12][CH2:13][CH2:14][CH2:15][CH2:16][O:17][CH2:18][N:4]1[C:5]([Br:9])=[C:6]([Br:8])[N:7]=[C:3]1[Br:2] |f:2.3,^1:0|. Reported procedure: To a solution of a sodium salt, prepared from 1.22 g of 2,4,5-tribromoimidazole and 0.16 g of 60% oil-based sodium hydride, in 5 ml of N,N-dimethylformamide was added dropwise 1.23 g of 4-bromobutoxymethyl bromide at room temperature. After stirring at room temperature for 3 hours, 50 ml of water was added to the reaction mixture which was then extracted with three 30-ml portions of ether. The ether layer was dried over magnesium sulfate and concentrated. The oily product obtained was purified b... Reactants: C(C=C)(=O)O (acrylic acid), C(C=C)(=O)N (acrylamide), C(C=CC(=O)N)C=CC(=O)N (methylenebisacrylamide), C(C=C)N(CC=C)CC=C (triallylamine), N (ammonia). Run in O (water). Conditions: temperature 10 celsius, time 10 minute. Yields the product C(C=C)(=O)O.C(C=C)(=O)N (acrylic acid acrylamide), ammonium salt. RXN SMILES: [C:1]([OH:5])(=[O:4])[CH:2]=[CH2:3].[C:6]([NH2:10])(=[O:9])[CH:7]=[CH2:8].C(C=CC(N)=O)C=CC(N)=O.C(N(CC=C)CC=C)C=C.N>O>[C:1]([OH:5])(=[O:4])[CH:2]=[CH2:3].[C:6]([NH2:10])(=[O:9])[CH:7]=[CH2:8] |f:6.7|. Procedure details: 148 g of acrylic acid, 372 g of acrylamide solution (40%), 0.6 g of methylenebisacrylamide, and 1.2 g of triallylamine were initially dissolved in 260 g of water in a polymerization vessel. Thereafter, the monomer solution was neutralized with 126 g of ammonia (25%) to a neutralization level of 90%. The monomer solution then was cooled to 10° C. and purged with nitrogen. Following addition of the initiator solutions (0.8 g of ABAH, 1.0 g of sodium peroxodisulfate, 0.2 g of hydrogen peroxide, and... The reactants are ClC=1C=C(CSC2=NC(=CC(=N2)O)N[C@@H](CO)C)C=CC1 (2-[(3-Chlorobenzyl)thio]-6-{[(1R)-2-hydroxy-1-methylethyl]amino}-4-pyrimidinol), [B-](F)(F)(F)F.[B-](F)(F)(F)F.C1C[N+]2(CC[N+]1(CC2)CCl)F (Selectfluor). Run in CO (methanol). Run at time 20 hour. Yields the product ClC=1C=C(CSC2=NC(=C(C(=N2)O)F)N[C@@H](CO)C)C=CC1 (2-[(3-Chlorobenzyl)thio]-5-fluoro-6-{[(1R)-2-hydroxy-1-methylethyl]amino}-4-pyrimidinol). As a reaction SMILES: [Cl:1][C:2]1[CH:3]=[C:4]([CH:19]=[CH:20][CH:21]=1)[CH2:5][S:6][C:7]1[N:12]=[C:11]([OH:13])[CH:10]=[C:9]([NH:14][C@H:15]([CH3:18])[CH2:16][OH:17])[N:8]=1.[B-](F)(F)(F)[F:23].[B-](F)(F)(F)F.C1[N+]2(CCl)CC[N+](F)(CC2)C1>CO>[Cl:1][C:2]1[CH:3]=[C:4]([CH:19]=[CH:20][CH:21]=1)[CH2:5][S:6][C:7]1[N:12]=[C:11]([OH:13])[C:10]([F:23])=[C:9]([NH:14][C@H:15]([CH3:18])[CH2:16][OH:17])[N:8]=1 |f:1.2.3|. Procedure: The product of Example 3 (0.1 g) was dissolved in methanol (10 ml), Selectfluor™ (0.12 g) added and stirred for 20 h. The mixture was evaporated and purified by silica gel chromatography (5% methanol/DCM) to yield the title product as a white solid. Yield 19 mg. Starting materials: COC(CCCCCOC=1C(=CC2=C(N(C(=N2)C2=CC=CC=C2)C2=CC=C(C=C2)C)C1)N)=O (6-[(5-Amino-1-(4-methylphenyl)-2-phenyl-1H-benzimidazol-6-yl)oxy]hexanoic acid methyl ester), ClC1=CC=C(C=C1)S(=O)(=O)Cl (4-chlorobenzenesulfonic acid chloride). The product is COC(CCCCCOC=1C(=CC2=C(N(C(=N2)C2=CC=CC=C2)C2=CC=C(C=C2)C)C1)NS(=O)(=O)C1=CC=C(C=C1)Cl)=O (6-[[5-[[(4-Chlorophenyl)sulfonyl]amino]-1-(4-methylphenyl)-2-phenyl-1H-benzimidazol-6-yl]oxy]hexanoic acid methyl ester). RXN SMILES: [CH3:1][O:2][C:3](=[O:33])[CH2:4][CH2:5][CH2:6][CH2:7][CH2:8][O:9][C:10]1[C:11]([NH2:32])=[CH:12][C:13]2[N:17]=[C:16]([C:18]3[CH:23]=[CH:22][CH:21]=[CH:20][CH:19]=3)[N:15]([C:24]3[CH:29]=[CH:28][C:27]([CH3:30])=[CH:26][CH:25]=3)[C:14]=2[CH:31]=1.[Cl:34][C:35]1[CH:40]=[CH:39][C:38]([S:41](Cl)(=[O:43])=[O:42])=[CH:37][CH:36]=1>>[CH3:1][O:2][C:3](=[O:33])[CH2:4][CH2:5][CH2:6][CH2:7][CH2:8][O:9][C:10]1[C:11]([NH:32][S:41]([C:38]2[CH:39]=[CH:40][C:35]([Cl:34])=[CH:36][CH:37]=2)(=[O:43])=[O:42])=[CH:12][C:13]2[N:17]=[C:16]([C:18]3[CH:23]=[CH:22][CH:21]=[CH:20][CH:19]=3)[N:15]([C:24]3[CH:25]=[CH:26][C:27]([CH3:30])=[CH:28][CH:29]=3)[C:14]=2[CH:31]=1. Procedure details: 6-[(5-Amino-1-(4-methylphenyl)-2-phenyl-1H-benzimidazol-6-yl)oxy]hexanoic acid methyl ester was reacted with 4-chlorobenzenesulfonic acid chloride according to general operating instructions 13.